This data is from the Open Reaction Database (ORD), a public repository of structured organic reaction records. The task is: describe an organic reaction: reactants, conditions, products, and yield Reactants: [Li+].[B-](CC)(CC)CC (Super Hydride), NC1=C(C(=O)OC)C=CC(=C1)C(=O)OC (dimethyl aminoterephthalate), O (water). Solvent: C1CCOC1 (THF). Run at temperature 0 celsius, time 1.5 hour. The product is NC1=C(C(=O)OC)C=CC(=C1)CO (Methyl 2-amino-4-hydroxymethlybenzoate). Isolated yield 60.5%. RXN SMILES: [NH2:1][C:2]1[CH:11]=[C:10]([C:12](OC)=[O:13])[CH:9]=[CH:8][C:3]=1[C:4]([O:6][CH3:7])=[O:5].[Li+].[B-](CC)(CC)CC.O>C1COCC1>[NH2:1][C:2]1[CH:11]=[C:10]([CH2:12][OH:13])[CH:9]=[CH:8][C:3]=1[C:4]([O:6][CH3:7])=[O:5] |f:1.2,^1:16|. Procedure details: To a solution of 16.0 g (76.6 mmole) of dimethyl aminoterephthalate in 200 ml of anhydrous THF cooled to −78° C. is added 250 ml (250 mmole) of 1 M Super Hydride dropwise over 1 hour. The mixture is stirred for an additional 1.5 hours warming to 0° C. (a little starting material on TLC is observed). The mixture is poured into 300 ml of cold water and extracted with ethyl acetate. The organic layer is washed with water and the two layers are allowed to stand for 30 minutes. The organic layer is d... Starting materials: C([O-])([O-])=O.[Ca+2] (calcium carbonate), [H][H] (hydrogen), [H][H] (hydrogen), C(#C)[C@]1([C@]2(C)[C@@H](CC1)C=1CCC=3C=C(C=CC3C1CC2)OC)O (17α-ethynyl-3-methoxyestra-1,3,5(10),8-tetraen-17-ol). The product is C(C)[C@]1([C@]2(C)[C@@H](CC1)C=1CCC=3C=C(C=CC3C1CC2)OC)O (17α-ethyl-3-methoxyestra-1,3,5(10),8-tetraen-17-ol). The yield is 63.5%. RXN SMILES: [C:1]([C@:3]1([OH:23])[CH2:8][CH2:7][C@H:6]2[C:9]3[CH2:10][CH2:11][C:12]4[CH:13]=[C:14]([O:21][CH3:22])[CH:15]=[CH:16][C:17]=4[C:18]=3[CH2:19][CH2:20][C@:4]12[CH3:5])#[CH:2].C(=O)([O-])[O-].[Ca+2].[H][H]>C1C=CC=CC=1>[CH2:1]([C@:3]1([OH:23])[CH2:8][CH2:7][C@H:6]2[C:9]3[CH2:10][CH2:11][C:12]4[CH:13]=[C:14]([O:21][CH3:22])[CH:15]=[CH:16][C:17]=4[C:18]=3[CH2:19][CH2:20][C@:4]12[CH3:5])[CH3:2] |f:1.2|. Run in C1=CC=CC=C1 (benzene), C1=CC=CC=C1 (benzene). Procedure: Add dl-17α-ethynyl-3-methoxyestra-1,3,5(10),8-tetraen-17-ol (7 g) in benzene (75 ml) to a suspension of prehydrogenated 2% palladised calcium carbonate (3 g) in benzene (50 ml), and shake in an atmosphere of hydrogen until two molecular equivalents of hydrogen (1.030 ml) have been absorbed. Filter the catalyst, evaporate the solvent and recrystallize the residue twice from methanol to obtain dl-17α-ethyl-3-methoxyestra-1,3,5(10),8-tetraen-17-ol (4.5 g), m.p. 105°-120°; ultraviolet absorption max... Reactants: C/C(/CCC(=O)OC)=C\C1=CC=CC=C1 (methyl (4E)-4-methyl-5-phenyl-4-pentenoate), [H-].[Al+3].[Li+].[H-].[H-].[H-] (lithium aluminum hydride). The solvent is C1CCOC1 (THF). Reaction conditions: temperature 0 celsius, time 5 minute. Yields the product C/C(/CCCO)=C\C1=CC=CC=C1 ((4E)-4-methyl-5-phenyl-4-penten-1-ol). Isolated yield 102.1%. Reaction SMILES: [CH3:1]/[C:2](=[CH:9]\[C:10]1[CH:15]=[CH:14][CH:13]=[CH:12][CH:11]=1)/[CH2:3][CH2:4][C:5](OC)=[O:6].[H-].[Al+3].[Li+].[H-].[H-].[H-]>C1COCC1>[CH3:1]/[C:2](=[CH:9]\[C:10]1[CH:15]=[CH:14][CH:13]=[CH:12][CH:11]=1)/[CH2:3][CH2:4][CH2:5][OH:6] |f:1.2.3.4.5.6|. Procedure details: A solution of methyl (4E)-4-methyl-5-phenyl-4-pentenoate (3.5 g, 0.016 mol) in dry THF (100 ml) was treated, at −78° C. under nitrogen, with solid lithium aluminum hydride (1 g, 0.025 mol) in one portion. After 5 minutes, the cooling bath was removed and the reaction allowed reaching room temperature and then cooled to 0° C. and treated successively with water (1 ml), 5% aqueous sodium hydroxide (3 ml) and water (1 ml). The reaction was stirred at room temperature for 30 minutes. Anhydrous solid... The reactants are C(C)(C)(C)OC(=O)NC1=C(C(=O)O)C(=CC=C1)OC (2-[(tert-butoxycarbonyl)amino]-6-methoxybenzoic acid), [Br-].[Br-].[Br-].C(CCC)[N+](CCCC)(CCCC)CCCC.C(CCC)[N+](CCCC)(CCCC)CCCC.C(CCC)[N+](CCCC)(CCCC)CCCC (tetrabutylammonium tribromide), O (water). Solvent: CN(C)C=O (DMF). Run at time 18 hour. Yields the product BrC=1C(=C(C(=O)O)C(=CC1)NC(=O)OC(C)(C)C)OC (3-bromo-6-[(tert-butoxycarbonyl)amino]-2-methoxybenzoic acid). Reaction SMILES: [C:1]([O:5][C:6]([NH:8][C:9]1[CH:17]=[CH:16][CH:15]=[C:14]([O:18][CH3:19])[C:10]=1[C:11]([OH:13])=[O:12])=[O:7])([CH3:4])([CH3:3])[CH3:2].[Br-:20].[Br-].[Br-].C([N+](CCCC)(CCCC)CCCC)CCC.C([N+](CCCC)(CCCC)CCCC)CCC.C([N+](CCCC)(CCCC)CCCC)CCC.O>CN(C=O)C>[Br:20][C:15]1[C:14]([O:18][CH3:19])=[C:10]([C:9]([NH:8][C:6]([O:5][C:1]([CH3:4])([CH3:3])[CH3:2])=[O:7])=[CH:17][CH:16]=1)[C:11]([OH:13])=[O:12] |f:1.2.3.4.5.6|. Procedure details: A mixture of Example 151A (730 mg, 2.7 mmol) and tetrabutylammonium tribromide (1.3 g, 2.7 mmol) in DMF (15 mL) was treated dropwise with water (15 mL), stirred for 18 hours, and partitioned between water (250 mL) and ethyl acetate (250 mL). The organic phase was concentrated, diluted with dichloromethane (250 mL), washed with water (7×250 mL) and brine, dried (Na2SO4), filtered, concentrated and purified on silica gel with dichloromethane to provide the desired product. MS (ESI(+)) m/e 363, 365... The reactants are CCOC(=O)c1cc(-c2cc(Br)c(OCc3ccccc3)cc2OCc2ccccc2)on1, CCN, CCO. Yields the product CCNC(=O)c1cc(-c2cc(Br)c(OCc3ccccc3)cc2OCc2ccccc2)on1. Reaction SMILES: [CH2:1]([O:3][C:4](=[O:2])[c:6]1[n:7][o:8][c:9](-[c:11]2[c:12]([O:26][CH2:27][c:28]3[cH:29][cH:30][cH:31][cH:32][cH:33]3)[cH:13][c:14]([O:18][CH2:19][c:20]3[cH:21][cH:22][cH:23][cH:24][cH:25]3)[c:15]([Br:17])[cH:16]2)[cH:10]1)[CH3:5].[CH3:34][CH2:35][NH2:36].[CH3:37][CH2:38][OH:39]>>[O:3]=[C:4]([c:6]1[n:7][o:8][c:9](-[c:11]2[c:12]([O:26][CH2:27][c:28]3[cH:29][cH:30][cH:31][cH:32][cH:33]3)[cH:13][c:14]([O:18][CH2:19][c:20]3[cH:21][cH:22][cH:23][cH:24][cH:25]3)[c:15]([Br:17])[cH:16]2)[cH:10]1)[NH:36][CH2:35][CH3:34]. Reactants: CN1C2=NC(=NC(=C2N=C1CN1CCC(CC1)N1CCOCC1)N1CCOCC1)[Sn](CCCC)(CCCC)CCCC (4-(1-((9-methyl-6-morpholino-2-(tributylstannyl)-9H-purin-8-yl)methyl)piperidin-4-yl)morpholine), BrC1=C2C(=CN=C1)N(C=C2)S(=O)(=O)C2=CC=CC=C2 (4-bromo-1-(phenylsulfonyl)-1H-pyrrolo[2,3-c]pyridine), [OH-].[Na+] (NaOH). Reagents/catalysts: C=1C=CC(=CC1)[P](C=2C=CC=CC2)(C=3C=CC=CC3)[Pd]([P](C=4C=CC=CC4)(C=5C=CC=CC5)C=6C=CC=CC6)([P](C=7C=CC=CC7)(C=8C=CC=CC8)C=9C=CC=CC9)[P](C=1C=CC=CC1)(C=1C=CC=CC1)C=1C=CC=CC1 (Pd(PPh3)4), [Cu]I (copper(I) iodide). Solvent: O1CCOCC1 (1,4-dioxane), C(C)O (ethanol), O1CCOCC1 (1,4-dioxane). Reaction conditions: temperature 110 celsius, time 18 hour. The product is CN1C2=NC(=NC(=C2N=C1CN1CCC(CC1)N1CCOCC1)N1CCOCC1)C1=C2C(=CN=C1)NC=C2 (4-(1-((9-methyl-6-morpholino-2-(1H-pyrrolo[2,3-c]pyridin-4-yl)-9H-purin-8-yl)methyl)piperidin-4-yl)morpholine). Reaction SMILES: [CH3:1][N:2]1[C:10]([CH2:11][N:12]2[CH2:17][CH2:16][CH:15]([N:18]3[CH2:23][CH2:22][O:21][CH2:20][CH2:19]3)[CH2:14][CH2:13]2)=[N:9][C:8]2[C:3]1=[N:4][C:5]([Sn](CCCC)(CCCC)CCCC)=[N:6][C:7]=2[N:24]1[CH2:29][CH2:28][O:27][CH2:26][CH2:25]1.Br[C:44]1[CH:49]=[N:48][CH:47]=[C:46]2[N:50](S(C3C=CC=CC=3)(=O)=O)[CH:51]=[CH:52][C:45]=12.[OH-].[Na+]>O1CCOCC1.C(O)C.[Cu]I.C1C=CC([P]([Pd]([P](C2C=CC=CC=2)(C2C=CC=CC=2)C2C=CC=CC=2)([P](C2C=CC=CC=2)(C2C=CC=CC=2)C2C=CC=CC=2)[P](C2C=CC=CC=2)(C2C=CC=CC=2)C2C=CC=CC=2)(C2C=CC=CC=2)C2C=CC=CC=2)=CC=1>[CH3:1][N:2]1[C:10]([CH2:11][N:12]2[CH2:13][CH2:14][CH:15]([N:18]3[CH2:19][CH2:20][O:21][CH2:22][CH2:23]3)[CH2:16][CH2:17]2)=[N:9][C:8]2[C:3]1=[N:4][C:5]([C:44]1[CH:49]=[N:48][CH:47]=[C:46]3[NH:50][CH:51]=[CH:52][C:45]=13)=[N:6][C:7]=2[N:24]1[CH2:25][CH2:26][O:27][CH2:28][CH2:29]1 |f:2.3,^1:78,80,99,118|. Reported procedure: To a degassed mixture of 4-(1-((9-methyl-6-morpholino-2-(tributylstannyl)-9H-purin-8-yl)methyl)piperidin-4-yl)morpholine (859 mg, 1.24 mmol), 4-bromo-1-(phenylsulfonyl)-1H-pyrrolo[2,3-c]pyridine (385 mg, 1.14 mmol), copper(I) iodide (326 mg, 1.71 mmol) in 1,4-dioxane (10 mL) was added Pd(PPh3)4 (100 mg, 0.09 mmol). The reaction mixture was stirred at 110° C. for 18 hours. The reaction mixture was concentrated and then dissolved in DCM and filtered through a column of silica gel (20% MeOH in DCM)... Starting materials: COC1=NC(=NC(=C1)OC)C(C(=O)OC)C1=CC=CC=C1 (Methyl 2-(4,6-dimethoxypyrimidin-2-yl)-2-phenylacetate), C(Cl)(Cl)(Cl)Cl (carbon tetrachloride). Yields the product ClC(C(=O)OC)(C1=CC=CC=C1)C1=NC(=CC(=N1)OC)OC (Methyl 2-chloro-2-(4,6-dimethoxypyrimidin-2-yl)-2-phenylacetate). RXN SMILES: [CH3:1][O:2][C:3]1[CH:8]=[C:7]([O:9][CH3:10])[N:6]=[C:5]([CH:11]([C:16]2[CH:21]=[CH:20][CH:19]=[CH:18][CH:17]=2)[C:12]([O:14][CH3:15])=[O:13])[N:4]=1.C(Cl)(Cl)(Cl)[Cl:23]>>[Cl:23][C:11]([C:5]1[N:4]=[C:3]([O:2][CH3:1])[CH:8]=[C:7]([O:9][CH3:10])[N:6]=1)([C:16]1[CH:21]=[CH:20][CH:19]=[CH:18][CH:17]=1)[C:12]([O:14][CH3:15])=[O:13]. Procedure: Methyl 2-(4,6-dimethoxypyrimidin-2-yl)-2-phenylacetate (2.0 g) and N-chlorosuccimimide (2.0 g) were stirred at reflux in carbon tetrachloride (25 ml) under a bright light for 18 hours. The reaction mixture was filtered and evaporated to dryness, and the residue was purified by column chromatography on silica eluting with ether:hexane (1:1), yielding the desired product (2.16 g) as a pale yellow oil.